This data is from the Open Reaction Database (ORD), a public repository of structured organic reaction records. The task is: describe an organic reaction: reactants, conditions, products, and yield Reactants: [BH3-]C#N, CCOC(=O)CCNC(=O)c1ccc(C=O)cc1, CC(=O)O, CCO, Nc1ccc(C2CCCCC2)cc1, [Na+]. Product: CCOC(=O)CCNC(=O)c1ccc(CNc2ccc(C3CCCCC3)cc2)cc1. RXN SMILES: [C:36]([BH3-:37])#[N:38].[CH2:1]([CH3:2])[O:3][C:4]([CH2:5][CH2:6][NH:7][C:8]([c:9]1[cH:10][cH:11][c:12]([CH:15]=[O:16])[cH:13][cH:14]1)=[O:17])=[O:18].[CH3:32][C:33](=[O:34])[OH:35].[CH3:40][CH2:41][OH:42].[CH:19]1([c:25]2[cH:26][cH:27][c:28]([NH2:29])[cH:30][cH:31]2)[CH2:20][CH2:21][CH2:22][CH2:23][CH2:24]1.[Na+:39]>>[CH2:1]([CH3:2])[O:3][C:4]([CH2:5][CH2:6][NH:7][C:8]([c:9]1[cH:10][cH:11][c:12]([CH2:15][NH:29][c:28]2[cH:27][cH:26][c:25]([CH:19]3[CH2:20][CH2:21][CH2:22][CH2:23][CH2:24]3)[cH:31][cH:30]2)[cH:13][cH:14]1)=[O:17])=[O:18]. Reactants: COC([C@@H](NC(=O)OC(C)(C)C)CCC1=CC=CC=C1)=O (N-BOC homo phenylalanine methyl ester). Solvent: C1(=CC=CC=C1)C (toluene), C1(=CC=CC=C1)C (toluene). Conditions: temperature -80 celsius, time 1.5 hour. Product: C(=O)(OC(C)(C)C)N[C@@H](CCC1=CC=CC=C1)C=O (N-BOC-homo phenylalaninal). As a reaction SMILES: C[O:2][C:3](=O)[C@H:4]([CH2:13][CH2:14][C:15]1[CH:20]=[CH:19][CH:18]=[CH:17][CH:16]=1)[NH:5][C:6]([O:8][C:9]([CH3:12])([CH3:11])[CH3:10])=[O:7]>C1(C)C=CC=CC=1>[C:6]([NH:5][C@H:4]([CH:3]=[O:2])[CH2:13][CH2:14][C:15]1[CH:16]=[CH:17][CH:18]=[CH:19][CH:20]=1)([O:8][C:9]([CH3:10])([CH3:12])[CH3:11])=[O:7]. Procedure details: 2.93 g of N-BOC homo phenylalanine methyl ester (10 mmol) are dissolved in 25 ml of absolute toluene under nitrogen and the solution is cooled to -80° C. 20 ml of -20% strength DIBA in toluene are added dropwise and the temperature maintained. Since the reaction was not complete after 1.5 h a further 3 ml of 20% strength DIBA were added. The reactants are B, CC(=O)OCCOCCC(=O)c1ccc(Cc2cccnc2)cc1, CCO, [Na]. Yields the product CC(=O)OCCOCCC(O)c1ccc(Cc2cccnc2)cc1. RXN SMILES: [BH3:25].[C:1]([CH3:2])(=[O:3])[O:4][CH2:5][CH2:6][O:7][CH2:8][CH2:9][C:10](=[O:11])[c:12]1[cH:13][cH:14][c:15]([CH2:16][c:17]2[cH:18][n:19][cH:20][cH:21][cH:22]2)[cH:23][cH:24]1.[CH3:27][CH2:28][OH:29].[Na:26]>>[C:1]([CH3:2])(=[O:3])[O:4][CH2:5][CH2:6][O:7][CH2:8][CH2:9][CH:10]([OH:11])[c:12]1[cH:13][cH:14][c:15]([CH2:16][c:17]2[cH:18][n:19][cH:20][cH:21][cH:22]2)[cH:23][cH:24]1. The reactants are COc1ccc(Cn2nc(I)c3c(Oc4ccc(N)cc4F)ccnc32)cc1, CN(C)C1CCNCC1, [Cu]I, [K+], [K+], O=C(O)C1CCCN1, O=C([O-])[O-], CN(C)C=O. Yields the product COc1ccc(Cn2nc(N3CCC(N(C)C)CC3)c3c(Oc4ccc(N)cc4F)ccnc32)cc1. As a reaction SMILES: [CH3:1][O:2][c:3]1[cH:4][cH:5][c:6]([CH2:7][n:8]2[n:9][c:10]([I:26])[c:11]3[c:12]2[n:13][cH:14][cH:15][c:16]3[O:17][c:18]2[c:19]([F:25])[cH:20][c:21]([NH2:24])[cH:22][cH:23]2)[cH:27][cH:28]1.[CH3:29][N:30]([CH:31]1[CH2:32][CH2:33][NH:34][CH2:35][CH2:36]1)[CH3:37].[Cu:52][I:53].[K+:46].[K+:47].[NH:38]1[CH2:39][CH2:40][CH2:41][CH:42]1[C:43]([OH:44])=[O:45].[O-:48][C:49]([O-:50])=[O:51].[O:54]=[CH:55][N:56]([CH3:57])[CH3:58]>>[CH3:1][O:2][c:3]1[cH:4][cH:5][c:6]([CH2:7][n:8]2[n:9][c:10]([N:34]3[CH2:33][CH2:32][CH:31]([N:30]([CH3:29])[CH3:37])[CH2:36][CH2:35]3)[c:11]3[c:12]2[n:13][cH:14][cH:15][c:16]3[O:17][c:18]2[c:19]([F:25])[cH:20][c:21]([NH2:24])[cH:22][cH:23]2)[cH:27][cH:28]1.